This data is from the Open Reaction Database (ORD), a public repository of structured organic reaction records. The task is: describe an organic reaction: reactants, conditions, products, and yield The reactants are CC(C)(C)[O-], Nc1ccc(OCc2ccccc2)cc1, CS(C)=O, O=[N+]([O-])c1ccccc1F, [K+]. Yields the product O=[N+]([O-])c1ccccc1Nc1ccc(OCc2ccccc2)cc1. Reaction SMILES: [C:26]([O-:27])([CH3:28])([CH3:29])[CH3:30].[CH2:11]([c:12]1[cH:13][cH:14][cH:15][cH:16][cH:17]1)[O:18][c:19]1[cH:20][cH:21][c:22]([NH2:23])[cH:24][cH:25]1.[CH3:32][S:33]([CH3:34])=[O:35].[F:1][c:2]1[c:3]([N+:8](=[O:9])[O-:10])[cH:4][cH:5][cH:6][cH:7]1.[K+:31]>>[c:2]1([NH:23][c:22]2[cH:21][cH:20][c:19]([O:18][CH2:11][c:12]3[cH:13][cH:14][cH:15][cH:16][cH:17]3)[cH:25][cH:24]2)[c:3]([N+:8](=[O:9])[O-:10])[cH:4][cH:5][cH:6][cH:7]1. Reactants: OCC(C)(CO)C (neopentyl glycol), C1(O)=CC=C(O)C=C1 (hydroquinone), C[O-].[Na+] (sodium methoxide), C(C(=C)C)(=O)OC (methyl methacrylate). Solvent: C1(=CC=CC=C1)C (toluene). Conditions: temperature 62.5 celsius, time 1 hour. Yields the product C(C(=C)C)(=O)OCC(CO)(C)C (3-hydroxy-2,2-dimethylpropyl methacrylate). RXN SMILES: [OH:1][CH2:2][C:3]([CH3:7])([CH2:5][OH:6])[CH3:4].C1(C=CC(O)=CC=1)O.C[O-].[Na+].[C:19](OC)(=[O:23])[C:20]([CH3:22])=[CH2:21]>C1(C)C=CC=CC=1>[C:19]([O:1][CH2:2][C:3]([CH3:7])([CH3:4])[CH2:5][OH:6])(=[O:23])[C:20]([CH3:22])=[CH2:21] |f:2.3|. Procedure: To a 2-L flask was charged neopentyl glycol (208.3 g, 2.0 moles), toluene (250 mL), hydroquinone (0.5 g) and sodium methoxide (25% in methanol, 8 g). The mixture was heated to 60-65° C. and methyl methacrylate (120 g, 1.2 moles) was added dropwise over 1 hour. The reaction was held at 70° C. for one hour under moderate vacuum to remove methanol and low boilers. Reaction was worked up by washing with 2×250 mL water and 1×100 mL saturated sodium chloride solution at 70° C. Toluene was evaporated a... The reactants are C(C1=CC=CC=C1)OC=1C(=CC2=C(C(N3[C@H]([C@@H](N2C(=O)OC(C)(C)C)OC2OC(=C(C(=C2O)O)O)O)CCC3)=O)C1)OC ((11S,11aS)-7-Benzyloxy-10-(tert-butyloxycarbonyl)-8-methoxy-11-(tetrahydroxy-pyran-2-yloxy)-1,2,3,10,11,11a-hexahydro-5H-pyrrolo[2,1-c][1,4]benzodiazepine-5-one), OCC1(O)[C@H](O)[C@H](O)[C@H](O)CO1 (Psi). Reagents/catalysts: [Pd] (palladium on carbon). Solvent: alcohol, CCOC(=O)C.CCCCCC (EtOAc hexane). Product: C(C)(C)(C)OC(=O)N1[C@H]([C@H]2N(C(C3=C1C=C(C(=C3)O)OC)=O)CCC2)OC2OC(=C(C(=C2O)O)O)O ((11S,11aS)-10-(tert-Butyloxycarbonyl)-7-hydroxy-8-methoxy-11-(tetrahydroxy-pyran-2-yloxy)-1,2,3,10,11,11a-hexahydro-5H-pyrrolo[2,1-c][1,4]benzodiazepine-5-one). The yield is 89.3%. RXN SMILES: C([O:8][C:9]1[C:10]([O:42][CH3:43])=[CH:11][C:12]2[N:18]([C:19]([O:21][C:22]([CH3:25])([CH3:24])[CH3:23])=[O:20])[C@@H:17]([O:26][CH:27]3[C:32]([OH:33])=[C:31]([OH:34])[C:30]([OH:35])=[C:29]([OH:36])[O:28]3)[C@@H:16]3[CH2:37][CH2:38][CH2:39][N:15]3[C:14](=[O:40])[C:13]=2[CH:41]=1)C1C=CC=CC=1.OCC1(OC[C@@H](O)[C@@H](O)[C@H]1O)O>[Pd].CCOC(C)=O.CCCCCC>[C:22]([O:21][C:19]([N:18]1[C:12]2[CH:11]=[C:10]([O:42][CH3:43])[C:9]([OH:8])=[CH:41][C:13]=2[C:14](=[O:40])[N:15]2[CH2:39][CH2:38][CH2:37][C@H:16]2[C@@H:17]1[O:26][CH:27]1[C:32]([OH:33])=[C:31]([OH:34])[C:30]([OH:35])=[C:29]([OH:36])[O:28]1)=[O:20])([CH3:25])([CH3:23])[CH3:24] |f:3.4|. Reported procedure: A catalytic amount of 10% palladium on carbon (380 mg) was added to a solution of THP protected compound 6 (3.8 g, 7 mmol) in absolute alcohol (30 mL). The reaction mixture was hydrogenated for 3 h at 35 Psi. When the reaction was complete as indicated by TLC (SiO2, 50% EtOAc-hexane) the reaction mixture was filtered through Celite, and removal of excess solvent under reduced pressure afforded the phenol 7 (2.8 g, 6.25 mmol, 90% yield, mixture of diastereomers from THP protecting group) as a whi... Starting materials: BrC1=CC2=C(S(C3=C2C=C(C(=C3)[N+](=O)[O-])Br)(=O)=O)C=C1[N+](=O)[O-] (2,8-dibromo-3,7-dinitrodibenzothiophene-5,5-dioxide), CO (methyl alcohol), [Sn](Cl)Cl (tin (II) chloride), [H][H] (hydrogen). The reagents and catalysts are [Pd] (palladium on charcoal), [Zn] (zinc), [Fe] (iron). The solvent is C(CC)O (propyl alcohol), C(C)(=O)O (acetic acid), C(C)O (ethyl alcohol), COCCO (2-methoxy-ethanol). Run at time 2 hour. Yields the product BrC1=CC2=C(S(C3=C2C=C(C(=C3)N)Br)(=O)=O)C=C1N (2,8-dibromo-5,5-dioxo-5H-5λ6 -dibenzothiophene-3,7-diamine). RXN SMILES: [Br:1][C:2]1[C:20]([N+:21]([O-])=O)=[CH:19][C:5]2[S:6](=[O:18])(=[O:17])[C:7]3[CH:12]=[C:11]([N+:13]([O-])=O)[C:10]([Br:16])=[CH:9][C:8]=3[C:4]=2[CH:3]=1.[Sn](Cl)Cl.[H][H].CO>[Pd].[Fe].[Zn].C(O)(=O)C.COCCO.C(O)CC.C(O)C>[Br:1][C:2]1[C:20]([NH2:21])=[CH:19][C:5]2[S:6](=[O:18])(=[O:17])[C:7]3[CH:12]=[C:11]([NH2:13])[C:10]([Br:16])=[CH:9][C:8]=3[C:4]=2[CH:3]=1. Procedure: Referring to Scheme II, a mixture of 2,8-dibromo-3,7-dinitrodibenzothiophene-5-oxide 3a and 2,8-dibromo-3-nitrodibenzothiophene-5-oxide 3b was treated in a heterogeneous solvent mixture which include but not limited to acetonitrile, carbon tetrachloride and water, p-dioxane and water, acetonitrile, tetrahydrofuran and water; with an oxidizing agent which include but not limited to sodium periodate and ruthenium(III) chloride; stirred at a temperature range from 15-75° C. until completion as indi... Starting materials: [H-].[Na+] (Sodium hydride), C(C)(=O)NC(C(=O)OCC)C(=O)OCC (diethyl acetamidomalonate), BrC1C(C2=CC=C(C=C2CC1)CCCCCCCC)=O (2-Bromo-6-octyl-3,4-dihydro-2H-naphthalen-1-one). Run in CN(C)C=O (DMF), CN(C)C=O (DMF), CN(C)C=O (DMF). Run at temperature 0 celsius, time 3 hour. Yields the product C(C)OC(C(C(=O)OCC)(C1C(C2=CC=C(C=C2CC1)CCCCCCCC)=O)NC(C)=O)=O (2-Acetylamino-2-(6-octyl-1-oxo-1,2,3,4-tetrahydro-naphthalen-2-yl)-malonic acid diethyl ester). The yield is 74.6%. Reaction SMILES: [H-].[Na+].[C:3]([NH:6][CH:7]([C:13]([O:15][CH2:16][CH3:17])=[O:14])[C:8]([O:10][CH2:11][CH3:12])=[O:9])(=[O:5])[CH3:4].Br[CH:19]1[CH2:28][CH2:27][C:26]2[C:21](=[CH:22][CH:23]=[C:24]([CH2:29][CH2:30][CH2:31][CH2:32][CH2:33][CH2:34][CH2:35][CH3:36])[CH:25]=2)[C:20]1=[O:37]>CN(C=O)C>[CH2:11]([O:10][C:8](=[O:9])[C:7]([NH:6][C:3](=[O:5])[CH3:4])([CH:19]1[CH2:28][CH2:27][C:26]2[C:21](=[CH:22][CH:23]=[C:24]([CH2:29][CH2:30][CH2:31][CH2:32][CH2:33][CH2:34][CH2:35][CH3:36])[CH:25]=2)[C:20]1=[O:37])[C:13]([O:15][CH2:16][CH3:17])=[O:14])[CH3:12] |f:0.1|. Procedure details: Sodium hydride (720 mg, 18.0 mmol) 60% in mineral oil was suspended in dry DMF (10 mL) and a solution of diethyl acetamidomalonate (3.26 g, 15 mmol) in dry DMF (10 mL) was added. The solution was stirred at 0° C. for 3 hours until the anion had formed. A solution of 4 (2.02 g, 6.0 mmol) in dry DMF (10 mL) was added and the solution warmed to room temperature and stirred overnight. The mixture was poured into distilled water (50 mL), in an ice-bath, acidified to pH 3 with 1M hydrochloric acid and...